This data is from the Open Reaction Database (ORD), a public repository of structured organic reaction records. The task is: describe an organic reaction: reactants, conditions, products, and yield Product: COc1ccc(F)cc1[C@H](C)O. Reaction conditions: temperature 50 celsius, time 18 hour. The solvent is CO (MeOH). The reagents and catalysts are c1ccc(cc1)-c2c3ccccc3cc4ccccc24 (9-Phenylanthracene), C1-310. Reaction SMILES: [CH3:1][O:2][c:3]1[c:9]([C:10]([CH3:12])=[O:11])[cH:8][c:6]([F:7])[cH:5][cH:4]1>>[CH3:1][O:2][c:3]1[c:9]([C@@H:10]([OH:11])[CH3:12])[cH:8][c:6]([F:7])[cH:5][cH:4]1. The reactants are c1(c(ccc(c1)F)OC)C(C)=O. The reactants are NCCCCC1=NC=CC=C1OC (2-(4aminobutyl)-3-methoxypyridine), CN=C=S (methyl isothiocyanate). The product is COC=1C(=NC=CC1)CCCCNC(=S)NC (N-[4-(3-methoxy-2-pyridyl)butyl]-N'-methylthiourea). As a reaction SMILES: [NH2:1][CH2:2][CH2:3][CH2:4][CH2:5][C:6]1[C:11]([O:12][CH3:13])=[CH:10][CH:9]=[CH:8][N:7]=1.[CH3:14][N:15]=[C:16]=[S:17]>>[CH3:13][O:12][C:11]1[C:6]([CH2:5][CH2:4][CH2:3][CH2:2][NH:1][C:16]([NH:15][CH3:14])=[S:17])=[N:7][CH:8]=[CH:9][CH:10]=1. Procedure: Reaction of 2-(4aminobutyl)-3-methoxypyridine with methyl isothiocyanate gives N-[4-(3-methoxy-2-pyridyl)butyl]-N'-methylthiourea. Reactants: O=C1N(C(=CC(N1)=O)OCC(F)(F)F)CC1=CC=C(C=C1)C=1C(=CC=CC1)C#N (4′-{[2,4-dioxo-6-(2,2,2-trifluoroethoxy)-3,4-dihydropyrimidin-1(2H)-yl]methyl}biphenyl-2-carbonitrile), BrCC(=O)C1=CC=C(C=C1)OC (2-bromo-1-(4-methoxyphenyl)ethanone), CN(C=O)C (N,N-dimethylformamide), [H-].[Na+] (sodium hydride). The solvent is C(C)(=O)OCC (ethyl acetate). Reaction conditions: time 2 hour. The product is COC1=CC=C(C=C1)C(CN1C(N(C(=CC1=O)OCC(F)(F)F)CC1=CC=C(C=C1)C=1C(=CC=CC1)C#N)=O)=O (4′-{[3-[2-(4-methoxyphenyl)-2-oxoethyl]-2,4-dioxo-6-(2,2,2-trifluoroethoxy)-3,4-dihydropyrimidin-1(2H)-yl]methyl}biphenyl-2-carbonitrile). The yield is 74.5%. Reaction SMILES: [O:1]=[C:2]1[NH:7][C:6](=[O:8])[CH:5]=[C:4]([O:9][CH2:10][C:11]([F:14])([F:13])[F:12])[N:3]1[CH2:15][C:16]1[CH:21]=[CH:20][C:19]([C:22]2[C:23]([C:28]#[N:29])=[CH:24][CH:25]=[CH:26][CH:27]=2)=[CH:18][CH:17]=1.Br[CH2:31][C:32]([C:34]1[CH:39]=[CH:38][C:37]([O:40][CH3:41])=[CH:36][CH:35]=1)=[O:33].CN(C)C=O.[H-].[Na+]>C(OCC)(=O)C>[CH3:41][O:40][C:37]1[CH:38]=[CH:39][C:34]([C:32](=[O:33])[CH2:31][N:7]2[C:6](=[O:8])[CH:5]=[C:4]([O:9][CH2:10][C:11]([F:12])([F:13])[F:14])[N:3]([CH2:15][C:16]3[CH:21]=[CH:20][C:19]([C:22]4[C:23]([C:28]#[N:29])=[CH:24][CH:25]=[CH:26][CH:27]=4)=[CH:18][CH:17]=3)[C:2]2=[O:1])=[CH:35][CH:36]=1 |f:3.4|. Procedure: To a mixture of 4′-{[2,4-dioxo-6-(2,2,2-trifluoroethoxy)-3,4-dihydropyrimidin-1(2H)-yl]methyl}biphenyl-2-carbonitrile (0.65 g), 2-bromo-1-(4-methoxyphenyl)ethanone (0.33 g) and N,N-dimethylformamide (20 mL) was added 60% sodium hydride (0.071 g), and the mixture was stirred at room temperature for 2 hr. The reaction mixture was diluted with ethyl acetate, washed with 5% potassium hydrogensulfate and then saturated brine, and dried over anhydrous magnesium sulfate. The solvent was evaporated unde... The reactants are C(C)(=O)OCC (ethyl acetate), C1(=CC=CC=C1)N1C(=O)C=2C=C(C=3N(C4=CC=C(C=C4C3C2C1=O)OC)COC)C=O (N-phenyl-1-formyl-6-methoxy-9-methoxymethylcarbazole-3,4-dicarboximide), [I-].C[P+](C1=CC=CC=C1)(C1=CC=CC=C1)C1=CC=CC=C1 (methyltriphenylphosphonium iodide), [H-].[Na+] (sodium hydride). Run in O (water), CN(C=O)C (N,N-dimethylformamide). The product is C1(=CC=CC=C1)N1C(=O)C=2C=C(C=3N(C4=CC=C(C=C4C3C2C1=O)OC)COC)C=C (N-phenyl-6-methoxy-9-methoxymethyl-1-vinylcarbazole-3,4-dicarboximide). The yield is 87.1%. Reaction SMILES: [C:1]1([N:7]2[C:23](=[O:24])[C:22]3[C:21]4[C:20]5[C:15](=[CH:16][CH:17]=[C:18]([O:25][CH3:26])[CH:19]=5)[N:14]([CH2:27][O:28][CH3:29])[C:13]=4[C:12]([CH:30]=O)=[CH:11][C:10]=3[C:8]2=[O:9])[CH:6]=[CH:5][CH:4]=[CH:3][CH:2]=1.[I-].[CH3:33][P+](C1C=CC=CC=1)(C1C=CC=CC=1)C1C=CC=CC=1.[H-].[Na+].C(OCC)(=O)C>CN(C)C=O.O>[C:1]1([N:7]2[C:23](=[O:24])[C:22]3[C:21]4[C:20]5[C:15](=[CH:16][CH:17]=[C:18]([O:25][CH3:26])[CH:19]=5)[N:14]([CH2:27][O:28][CH3:29])[C:13]=4[C:12]([CH:30]=[CH2:33])=[CH:11][C:10]=3[C:8]2=[O:9])[CH:6]=[CH:5][CH:4]=[CH:3][CH:2]=1 |f:1.2,3.4|. Reported procedure: 150 mg of N-phenyl-1-formyl-6-methoxy-9-methoxymethylcarbazole-3,4-dicarboximide and 220 mg of methyltriphenylphosphonium iodide were dissolved in N,N-dimethylformamide. Thereto was added 20 mg of 60% sodium hydride with stirring under ice cooling. The resulting mixture was stirred at the same temperature for 30 minutes. To the reaction mixture were added 100 ml of ethyl acetate and 50 ml of water. The organic layer was separated, washed with 50 ml of water and an aqueous saturated sodium chlori... Starting materials: CC(=O)NBr, CC(=O)[O-], CC(=O)O, CC(C)[Si](OC1CCC=Cc2cccnc21)(C(C)C)C(C)C, [Li+]. Product: CC(=O)OC1c2cccnc2C(O[Si](C(C)C)(C(C)C)C(C)C)CCC1Br. RXN SMILES: [Br:1][NH:2][C:3](=[O:4])[CH3:5].[C:28]([CH3:29])(=[O:30])[O-:31].[C:33]([OH:34])(=[O:35])[CH3:36].[CH:6]([CH3:7])([CH3:8])[Si:9]([O:10][CH:11]1[CH2:12][CH2:13][CH:14]=[CH:15][c:16]2[c:17]1[n:18][cH:19][cH:20][cH:21]2)([CH:22]([CH3:23])[CH3:24])[CH:25]([CH3:26])[CH3:27].[Li+:32]>>[Br:1][CH:14]1[CH2:13][CH2:12][CH:11]([O:10][Si:9]([CH:6]([CH3:7])[CH3:8])([CH:22]([CH3:23])[CH3:24])[CH:25]([CH3:26])[CH3:27])[c:17]2[c:16]([cH:21][cH:20][cH:19][n:18]2)[CH:15]1[O:31][C:28]([CH3:29])=[O:30]. Product: CN(Cc1ccccc1)C(=O)C1CC(SC(c2ccccc2)(c2ccccc2)c2ccccc2)CN1. The reactants are CN(Cc1ccccc1)C(=O)C1CC(SC(c2ccccc2)(c2ccccc2)c2ccccc2)CN1C(=O)OC(C)(C)C, ClCCl, O=C(O)C(F)(F)F. RXN SMILES: [C:1]([O:2][C:3](=[O:4])[N:8]1[CH:9]([C:33]([N:34]([CH3:35])[CH2:36][c:37]2[cH:38][cH:39][cH:40][cH:41][cH:42]2)=[O:43])[CH2:10][CH:11]([S:13][C:14]([c:15]2[cH:16][cH:17][cH:18][cH:19][cH:20]2)([c:21]2[cH:22][cH:23][cH:24][cH:25][cH:26]2)[c:27]2[cH:28][cH:29][cH:30][cH:31][cH:32]2)[CH2:12]1)([CH3:5])([CH3:6])[CH3:7].[Cl:51][CH2:52][Cl:53].[F:44][C:45]([F:46])([F:47])[C:48]([OH:49])=[O:50]>>[NH:8]1[CH:9]([C:33]([N:34]([CH3:35])[CH2:36][c:37]2[cH:38][cH:39][cH:40][cH:41][cH:42]2)=[O:43])[CH2:10][CH:11]([S:13][C:14]([c:15]2[cH:16][cH:17][cH:18][cH:19][cH:20]2)([c:21]2[cH:22][cH:23][cH:24][cH:25][cH:26]2)[c:27]2[cH:28][cH:29][cH:30][cH:31][cH:32]2)[CH2:12]1. Reactants: COC1=C(C(=C2C(OCC2=C1C)=O)OCC[Si](C)(C)C)CC=C(COP(O)O)C (phosphorous acid mono-{4-[6-methoxy-7-methyl-3-oxo-4-(2-trimethylsilanyl-ethoxy)-1,3-dihydro-isobenzofuran-5-yl]-2-methyl-but-2-enyl} ester), CCN(C(C)C)C(C)C (DIEA), C/C(=N\[Si](C)(C)C)/O[Si](C)(C)C (N,O-bis(trimethylsilyl)acetamide), C1=CC=NC(=C1)SSC2=CC=CC=N2 (2,2′-dipyridyldisulfide). The solvent is O1CCOCC1 (dioxane), O (H2O). Run at time 2 hour. Yields the product COC1=C(C(=C2C(OCC2=C1C)=O)OCC[Si](C)(C)C)CC=C(COP(O)(O)=O)C (Phosphoric acid mono-{4-[6-methoxy-7-methyl-3-oxo-4-(2-trimethylsilanyl-ethoxy)-1,3-dihydro-isobenzofuran-5-yl]-2-methyl-but-2-enyl} ester). RXN SMILES: [CH3:1][O:2][C:3]1[C:11]([CH3:12])=[C:10]2[C:6]([C:7](=[O:13])[O:8][CH2:9]2)=[C:5]([O:14][CH2:15][CH2:16][Si:17]([CH3:20])([CH3:19])[CH3:18])[C:4]=1[CH2:21][CH:22]=[C:23]([CH3:29])[CH2:24][O:25][P:26]([OH:28])[OH:27].CCN(C(C)C)C(C)C.C/C(/[O:46][Si](C)(C)C)=N\[Si](C)(C)C.C1C=C(SSC2N=CC=CC=2)N=CC=1>O1CCOCC1.O>[CH3:1][O:2][C:3]1[C:11]([CH3:12])=[C:10]2[C:6]([C:7](=[O:13])[O:8][CH2:9]2)=[C:5]([O:14][CH2:15][CH2:16][Si:17]([CH3:18])([CH3:19])[CH3:20])[C:4]=1[CH2:21][CH:22]=[C:23]([CH3:29])[CH2:24][O:25][P:26](=[O:46])([OH:27])[OH:28]. Reported procedure: A solution of phosphorous acid mono-{4-[6-methoxy-7-methyl-3-oxo-4-(2-trimethylsilanyl-ethoxy)-1,3-dihydro-isobenzofuran-5-yl]-2-methyl-but-2-enyl} ester (27 mg, 0.06 mmol) in dioxane (1 mL) was stirred with DIEA (21 μL, 0.12 mmol) and N,O-bis(trimethylsilyl)acetamide (29 μL, 0.12 mmol) at room temperature for 3 hours. To the reaction solution was added 2,2′-dipyridyldisulfide (16 mg, 0.072 mmol) and the mixture was allowed to stir for an additional 2 hours at room temperature. The reaction mixt...